Dataset: the Open Reaction Database (ORD), a public repository of structured organic reaction records. Task: describe an organic reaction: reactants, conditions, products, and yield The reactants are Cc1cc(O)cc(C)c1Br, Cc1ccc(S(=O)(=O)OCCC(C)O)cc1, CN(C)C=O, [Cl-], [H-], [NH4+], [Na+]. Product: Cc1cc(OCCC(C)O)cc(C)c1Br. As a reaction SMILES: [Br:1][c:2]1[c:3]([CH3:10])[cH:4][c:5]([OH:9])[cH:6][c:7]1[CH3:8].[CH3:13][c:14]1[cH:15][cH:16][c:17]([S:18]([O:19][CH2:24][CH2:25][CH:26]([CH3:27])[OH:28])(=[O:20])=[O:21])[cH:22][cH:23]1.[CH3:31][N:32]([CH3:33])[CH:34]=[O:35].[Cl-:29].[H-:11].[NH4+:30].[Na+:12]>>[Br:1][c:2]1[c:3]([CH3:10])[cH:4][c:5]([O:9][CH2:24][CH2:25][CH:26]([CH3:27])[OH:28])[cH:6][c:7]1[CH3:8]. Starting materials: CCCCCCNC(=O)N1CCC(S(=O)(=O)c2ccc(CCNCC(O)COc3ccc(O[Si](c4ccccc4)(c4ccccc4)C(C)(C)C)cc3)cc2)CC1, CC(C)(C)[Si](Oc1ccc(OCC2CO2)cc1)(c1ccccc1)c1ccccc1, CCCCCCNC(=O)N1CCC(S(=O)(=O)c2ccc(CCN)cc2)CC1. Product: CCCCCCNC(=O)N1CCC(S(=O)(=O)c2ccc(CCNCC(O)COc3ccc(O)cc3)cc2)CC1. Reaction SMILES: [C:28]([Si:29]([c:30]1[cH:31][cH:32][cH:72][cH:73][cH:74]1)([O:33][c:34]1[cH:35][cH:36][c:37]([O:38][CH2:39][CH:40]([CH2:41][NH:42][CH2:43][CH2:44][c:45]2[cH:46][cH:47][c:48]([S:51](=[O:52])(=[O:53])[CH:54]3[CH2:55][CH2:56][N:57]([C:60](=[O:61])[NH:62][CH2:63][CH2:64][CH2:65][CH2:66][CH2:67][CH3:68])[CH2:58][CH2:59]3)[cH:49][cH:50]2)[OH:69])[cH:70][cH:71]1)[c:75]1[cH:76][cH:77][cH:78][cH:79][cH:80]1)([CH3:81])([CH3:82])[CH3:83].[C:84]([Si:85]([O:86][c:87]1[cH:88][cH:89][c:90]([O:91][CH2:92][CH:93]2[CH2:94][O:95]2)[cH:96][cH:97]1)([c:98]1[cH:99][cH:100][cH:101][cH:102][cH:103]1)[c:104]1[cH:105][cH:106][cH:107][cH:108][cH:109]1)([CH3:110])([CH3:111])[CH3:112].[NH2:1][CH2:2][CH2:3][c:4]1[cH:5][cH:6][c:7]([S:8]([CH:9]2[CH2:10][CH2:11][N:12]([C:13]([NH:14][CH2:15][CH2:16][CH2:17][CH2:18][CH2:19][CH3:20])=[O:21])[CH2:22][CH2:23]2)(=[O:24])=[O:25])[cH:26][cH:27]1>>[OH:33][c:34]1[cH:35][cH:36][c:37]([O:38][CH2:39][CH:40]([CH2:41][NH:42][CH2:43][CH2:44][c:45]2[cH:46][cH:47][c:48]([S:51](=[O:52])(=[O:53])[CH:54]3[CH2:55][CH2:56][N:57]([C:60](=[O:61])[NH:62][CH2:63][CH2:64][CH2:65][CH2:66][CH2:67][CH3:68])[CH2:58][CH2:59]3)[cH:49][cH:50]2)[OH:69])[cH:70][cH:71]1.